This data is from the Open Reaction Database (ORD), a public repository of structured organic reaction records. The task is: describe an organic reaction: reactants, conditions, products, and yield Reactants: C(C)OC(=O)C1=NOC(C1)CC1=CC=C(C=C1)F (5-(4-Fluoro-benzyl)-4,5-dihydro-isoxazole-3-carboxylic acid ethyl ester), [BH4-].[Na+] (NaBH4), O (Water). The solvent is C1CCOC1 (THF). Run at time 2 hour. Yields the product FC1=CC=C(CC2CC(=NO2)CO)C=C1 ([5-(4-Fluoro-benzyl)-4,5-dihydro-isoxazol-3-yl]-methanol). Yield: 98.8%. RXN SMILES: C([O:3][C:4]([C:6]1[CH2:10][CH:9]([CH2:11][C:12]2[CH:17]=[CH:16][C:15]([F:18])=[CH:14][CH:13]=2)[O:8][N:7]=1)=O)C.[BH4-].[Na+].O>C1COCC1>[F:18][C:15]1[CH:14]=[CH:13][C:12]([CH2:11][CH:9]2[O:8][N:7]=[C:6]([CH2:4][OH:3])[CH2:10]2)=[CH:17][CH:16]=1 |f:1.2|. Procedure details: To a solution of 5-(4-Fluoro-benzyl)-4,5-dihydro-isoxazole-3-carboxylic acid ethyl ester (0.17 g, 0.677 mmol) in THF (10 ml), NaBH4 (0.051 g, 0.81 mmol) was added slowly at 0° C. The reaction mixture was stirred for 2 h at room temperature. Water was added to the reaction mixture and extracted with ethyl acetate. The ethyl acetate layer was washed with brine, dried over Na2SO4 and concentrated under vacuum. The residue obtained was purified by column chromatography to obtain [5-(4-Fluoro-benzyl)... The reactants are COC([C@H](C(C)C)O)=O (methyl-2-(S)-hydroxy-3-methylbutanoate), C(C)(C)N(CC)C(C)C (diisopropylethylamine), C[Si](CCOCCl)(C)C (2-Trimethylsilylethoxymethyl chloride). Run in ClCCl (dichloromethane). Reaction conditions: time 17 hour. The product is COC([C@H](C(C)C)OCOCC[Si](C)(C)C)=O (Methyl-2-(S)-(2-trimethylsilylethyloxy-)methyloxy-3-methylbutanoate). As a reaction SMILES: [CH3:1][O:2][C:3](=[O:9])[C@@H:4]([OH:8])[CH:5]([CH3:7])[CH3:6].C(N(C(C)C)CC)(C)C.[CH3:19][Si:20]([CH3:27])([CH3:26])[CH2:21][CH2:22][O:23][CH2:24]Cl>ClCCl>[CH3:1][O:2][C:3](=[O:9])[C@@H:4]([O:8][CH2:24][O:23][CH2:22][CH2:21][Si:20]([CH3:27])([CH3:26])[CH3:19])[CH:5]([CH3:7])[CH3:6]. Procedure details: A solution of methyl-2-(S)-hydroxy-3-methylbutanoate (1.0 eq; J. Org. Chem. (1997), 62(7), 2292-2297, incorporated herein by reference) in dichloromethane was stirred with diisopropylethylamine (2.0 eq) under nitrogen. 2-Trimethylsilylethoxymethyl chloride (3 eq; Aldrich) was added dropwise via syringe. The solution was stirred at room temperature for 17 hours. The solution was washed with 1.0N HCl, and the water layer was back extracted with dichloromethane. The organics were combined, dried ov...